From a dataset of the Open Reaction Database (ORD), a public repository of structured organic reaction records. describe an organic reaction: reactants, conditions, products, and yield The reactants are 1-substituted-5-hydroxyoxindole, CN1C(CC=2C=C3C(=CC12)C(CO3)=O)=O (5-methyl-3,6-dioxo-2,3,6,7-tetrahydrofuro[2,3-f]indole), C1(=CC=CC=C1)N1C(CC=2C=C3C(=CC12)C(CO3)=O)=O (5-phenyl-3.6-dioxo-2,3,6,7-tetrahydrofuro[2,3-f]indole), C(CC)N1C(CC=2C=C3C(=CC12)C(CO3)=O)=O (5-n-propyl-3,6-dioxo-2,3,6,7-tetrahydro-furo[2,3-f]indole), C(C)(C)N1C(CC=2C=C3C(=CC12)C(CO3)=O)=O (5-i-propyl-3,6-dioxo-2,3,6,7-tetrahydro-furo[2,3-f]indole). Product: C(C)N1C(CC=2C=C3C(=CC12)C(CO3)=O)=O (5-ethyl-3,6-dioxo-2,3,6,7-tetrahydrofuro[2,3-f]indole). RXN SMILES: CN1C2C=C3C(=O)COC3=CC=2CC1=O.[C:16]1([N:22]2[C:30]3[CH:29]=[C:28]4[C:31](=[O:34])[CH2:32][O:33][C:27]4=[CH:26][C:25]=3[CH2:24][C:23]2=[O:35])C=CC=C[CH:17]=1.C(N1C2C=C3C(=O)COC3=CC=2CC1=O)CC.C(N1C2C=C3C(=O)COC3=CC=2CC1=O)(C)C>>[CH2:16]([N:22]1[C:30]2[CH:29]=[C:28]3[C:31](=[O:34])[CH2:32][O:33][C:27]3=[CH:26][C:25]=2[CH2:24][C:23]1=[O:35])[CH3:17]. Procedure details: Starting with the requisite 1-substituted-5-hydroxyoxindole and following the procedures of Preparation B, 5-methyl-3,6-dioxo-2,3,6,7-tetrahydrofuro[2,3-f]indole, 5-phenyl-3.6-dioxo-2,3,6,7-tetrahydrofuro[2,3-f]indole, 5-n-propyl-3,6-dioxo-2,3,6,7-tetrahydro-furo[2,3-f]indole and 5-i-propyl-3,6-dioxo-2,3,6,7-tetrahydro-furo[2,3-f]indole are prepared. The reactants are C(CC(O)(C(=O)[O-])CC(=O)[O-])(=O)[O-].[K+].[K+].[K+] (potassium citrate), C(CC(O)(C(=O)[O-])CC(=O)[O-])(=O)[O-].[Mg+2].[K+] (potassium magnesium citrate). Yields the product C(CC(O)(C(=O)[O-])CC(=O)[O-])(=O)[O-] (citrate), [Mg] (magnesium). RXN SMILES: [C:1]([O-:13])(=[O:12])[CH2:2][C:3]([CH2:8][C:9]([O-:11])=[O:10])([C:5]([O-:7])=[O:6])[OH:4].[K+].[K+].[K+].C([O-])(=O)CC(CC([O-])=O)(C([O-])=O)O.[Mg+2:30].[K+]>>[C:1]([O-:13])(=[O:12])[CH2:2][C:3]([CH2:8][C:9]([O-:11])=[O:10])([C:5]([O-:7])=[O:6])[OH:4].[Mg:30] |f:0.1.2.3,4.5.6|. Procedure details: Each patient underwent five phases of study: placebo, potassium chloride, potassium citrate, magnesium citrate, and potassium-magnesium citrate. The results (mean values for the two patients) are outlined in Table 1. Compared to potassium chloride, potassium magnesium citrate gave a higher urinary pH, magnesium, and citrate. Compared to potassium citrate, potassium magnesium citrate produced a greater citrate excretion as well as enhanced magnesium excretion. Compared to magnesium citrate, potas... Reactants: CCOC(C)=O, O=C(Cl)Cl, CC(Oc1ccc(Cl)cc1Cl)c1nnc(N)s1. The product is CC(Oc1ccc(Cl)cc1Cl)c1nnc(N=C=O)s1. Reaction SMILES: [CH2:22]([O:23][C:24](=[O:25])[CH3:26])[CH3:27].[Cl:1][C:2]([Cl:3])=[O:4].[Cl:5][c:6]1[c:7]([O:8][CH:9]([CH3:10])[c:11]2[n:12][n:13][c:14]([NH2:16])[s:15]2)[cH:17][cH:18][c:19]([Cl:21])[cH:20]1>>[C:2](=[O:4])=[N:16][c:14]1[n:13][n:12][c:11]([CH:9]([O:8][c:7]2[c:6]([Cl:5])[cH:20][c:19]([Cl:21])[cH:18][cH:17]2)[CH3:10])[s:15]1.